The task is: describe an organic reaction: reactants, conditions, products, and yield. This data is from the Open Reaction Database (ORD), a public repository of structured organic reaction records. Starting materials: ClC=1C=C(CC=2NC(C(=C(N2)SC)C#N)=O)C=CC1 (2-(3-chlorobenzyl)-4-(methylsulphanyl)-6-oxo-1,6-dihydropyrimidine-5-carbonitrile), CN1CCNCC1 (N-methylpiperazine). Yields the product ClC=1C=C(CC=2NC(C(=C(N2)N2CCN(CC2)C)C#N)=O)C=CC1 (2-(3-Chlorobenzyl)-4-(4-methylpiperazin-1-yl)-6-oxo-1,6-dihydropyrimidine-5-carbonitrile). RXN SMILES: [Cl:1][C:2]1[CH:3]=[C:4]([CH:17]=[CH:18][CH:19]=1)[CH2:5][C:6]1[NH:7][C:8](=[O:16])[C:9]([C:14]#[N:15])=[C:10](SC)[N:11]=1.[CH3:20][N:21]1[CH2:26][CH2:25][NH:24][CH2:23][CH2:22]1>>[Cl:1][C:2]1[CH:3]=[C:4]([CH:17]=[CH:18][CH:19]=1)[CH2:5][C:6]1[NH:7][C:8](=[O:16])[C:9]([C:14]#[N:15])=[C:10]([N:24]2[CH2:25][CH2:26][N:21]([CH3:20])[CH2:22][CH2:23]2)[N:11]=1. Reported procedure: In analogy to the preparation of Example 1, 100 mg (0.34 mmol) of 2-(3-chlorobenzyl)-4-(methylsulphanyl)-6-oxo-1,6-dihydropyrimidine-5-carbonitrile are reacted with 343 mg (3.43 mmol) of N-methylpiperazine to give 101 mg (84% of theory) of the title compound. Starting materials: ClCCCCOc1ccc(C(=Cc2ccccc2)c2ccc(OCc3ccccc3)cc2)cc1, ClC(Cl)Cl, O=C1CCC(=O)N1Cl. Product: ClCCCCOc1ccc(C(=C(Cl)c2ccccc2)c2ccc(OCc3ccccc3)cc2)cc1. As a reaction SMILES: [CH2:1]([c:2]1[cH:3][cH:4][cH:5][cH:6][cH:7]1)[O:8][c:9]1[cH:10][cH:11][c:12]([C:15](=[CH:16][c:17]2[cH:18][cH:19][cH:20][cH:21][cH:22]2)[c:23]2[cH:24][cH:25][c:26]([O:29][CH2:30][CH2:31][CH2:32][CH2:33][Cl:34])[cH:27][cH:28]2)[cH:13][cH:14]1.[CH:43]([Cl:44])([Cl:45])[Cl:46].[Cl:35][N:36]1[C:37](=[O:38])[CH2:39][CH2:40][C:41]1=[O:42]>>[CH2:1]([c:2]1[cH:3][cH:4][cH:5][cH:6][cH:7]1)[O:8][c:9]1[cH:10][cH:11][c:12]([C:15](=[C:16]([c:17]2[cH:18][cH:19][cH:20][cH:21][cH:22]2)[Cl:35])[c:23]2[cH:24][cH:25][c:26]([O:29][CH2:30][CH2:31][CH2:32][CH2:33][Cl:34])[cH:27][cH:28]2)[cH:13][cH:14]1.